Task: describe an organic reaction: reactants, conditions, products, and yield. Dataset: the Open Reaction Database (ORD), a public repository of structured organic reaction records Starting materials: CCO, O=[N+]([O-])c1ccc(O)c(-c2cccs2)c1, [Pd]. Yields the product Nc1ccc(O)c(-c2cccs2)c1. As a reaction SMILES: [CH3:16][CH2:17][OH:18].[N+:1]([O-:2])(=[O:3])[c:4]1[cH:5][c:6](-[c:11]2[s:12][cH:13][cH:14][cH:15]2)[c:7]([OH:10])[cH:8][cH:9]1.[Pd:19]>>[NH2:1][c:4]1[cH:5][c:6](-[c:11]2[s:12][cH:13][cH:14][cH:15]2)[c:7]([OH:10])[cH:8][cH:9]1. Starting materials: Cn1nnnc1C(=NOCc1cccc(Br)n1)c1ccccc1, O=C([O-])[O-], CCO, OB(O)C=CC1CCCCC1, [Na+], [Na+], O, Cc1ccccc1, c1ccc(P(c2ccccc2)(c2ccccc2)[Pd](P(c2ccccc2)(c2ccccc2)c2ccccc2)(P(c2ccccc2)(c2ccccc2)c2ccccc2)P(c2ccccc2)(c2ccccc2)c2ccccc2)cc1. The product is Cn1nnnc1C(=NOCc1cccc(C=CC2CCCCC2)n1)c1ccccc1. As a reaction SMILES: [Br:1][c:2]1[cH:3][cH:4][cH:5][c:6]([CH2:8][O:9][N:10]=[C:11]([c:12]2[cH:13][cH:14][cH:15][cH:16][cH:17]2)[c:18]2[n:19][n:20][n:21][n:22]2[CH3:23])[n:7]1.[C:35](=[O:36])([O-:37])[O-:38].[CH2:119]([OH:120])[CH3:121].[CH:24]1([CH:30]=[CH:31][B:32]([OH:33])[OH:34])[CH2:25][CH2:26][CH2:27][CH2:28][CH2:29]1.[Na+:39].[Na+:40].[OH2:118].[c:122]1([CH3:123])[cH:124][cH:125][cH:126][cH:127][cH:128]1.[cH:41]1[cH:42][cH:43][c:44]([P:45]([Pd:46]([P:47]([c:48]2[cH:49][cH:50][cH:51][cH:52][cH:53]2)([c:54]2[cH:55][cH:56][cH:57][cH:58][cH:59]2)[c:60]2[cH:61][cH:62][cH:63][cH:64][cH:65]2)([P:66]([c:67]2[cH:68][cH:69][cH:70][cH:71][cH:72]2)([c:73]2[cH:74][cH:75][cH:76][cH:77][cH:78]2)[c:79]2[cH:80][cH:81][cH:82][cH:83][cH:84]2)[P:85]([c:86]2[cH:87][cH:88][cH:89][cH:90][cH:91]2)([c:92]2[cH:93][cH:94][cH:95][cH:96][cH:97]2)[c:98]2[cH:99][cH:100][cH:101][cH:102][cH:103]2)([c:104]2[cH:105][cH:106][cH:107][cH:108][cH:109]2)[c:110]2[cH:111][cH:112][cH:113][cH:114][cH:115]2)[cH:116][cH:117]1>>[c:2]1([CH:31]=[CH:30][CH:24]2[CH2:25][CH2:26][CH2:27][CH2:28][CH2:29]2)[cH:3][cH:4][cH:5][c:6]([CH2:8][O:9][N:10]=[C:11]([c:12]2[cH:13][cH:14][cH:15][cH:16][cH:17]2)[c:18]2[n:19][n:20][n:21][n:22]2[CH3:23])[n:7]1. As a reaction SMILES: [C:36]([BH3-:37])#[N:38].[NH2:1][CH:2]1[CH2:3][CH2:4][CH:5]([CH2:8][CH2:9][N:10]2[C:11](=[O:22])[CH2:12][O:13][c:14]3[c:15]2[cH:16][c:17]([O:20][CH3:21])[cH:18][cH:19]3)[CH2:6][CH2:7]1.[Na+:39].[O:23]=[C:24]1[NH:25][c:26]2[c:27]([cH:30][cH:31][c:32]([CH:34]=[O:35])[n:33]2)[O:28][CH2:29]1>>[NH:1]([CH:2]1[CH2:3][CH2:4][CH:5]([CH2:8][CH2:9][N:10]2[C:11](=[O:22])[CH2:12][O:13][c:14]3[c:15]2[cH:16][c:17]([O:20][CH3:21])[cH:18][cH:19]3)[CH2:6][CH2:7]1)[CH2:34][c:32]1[cH:31][cH:30][c:27]2[c:26]([n:33]1)[NH:25][C:24](=[O:23])[CH2:29][O:28]2. Reactants: [BH3-]C#N, COc1ccc2c(c1)N(CCC1CCC(N)CC1)C(=O)CO2, [Na+], O=Cc1ccc2c(n1)NC(=O)CO2. The product is COc1ccc2c(c1)N(CCC1CCC(NCc3ccc4c(n3)NC(=O)CO4)CC1)C(=O)CO2. Starting materials: C(C)(C)(C)OC(=O)N1[C@H]([C@H](CCC1)NCC1=C(C=CC(=C1)C(=C(F)F)C(F)(F)F)OC)C1=CC=CC=C1 ((2S,3S)-1-tert-Butoxycarbonyl-3-[5-[2,2-difluoro-1-(trifluoromethyl)ethenyl]-2-methoxybenzyl]amino-2-phenylpiperidine), Cl.Cl.CC(C#CC(F)(F)F)(C)C=1C=CC(=C(CN[C@@H]2[C@@H](NCCC2)C2=CC=CC=C2)C1)OC ((2S,3S)-3-[5-(1,1-Dimethyl-4,4,4-trifluoro-2-butynyl)-2-methoxybenzyl]amino-2-phenylpiperidine dihydrochloride). Product: Cl.Cl.FC(=C(C(F)(F)F)C=1C=CC(=C(CN[C@@H]2[C@@H](NCCC2)C2=CC=CC=C2)C1)OC)F ((2S,3S)-3-[5-[2,2-Difluoro-1-(trifluoromethyl)ethenyl]-2-methoxybenzyl)amino-2-phenylpiperidine dihydrochloride). Reaction SMILES: C(OC([N:8]1[CH2:13][CH2:12][CH2:11][C@H:10]([NH:14][CH2:15][C:16]2[CH:21]=[C:20]([C:22]([C:26]([F:29])([F:28])[F:27])=[C:23]([F:25])[F:24])[CH:19]=[CH:18][C:17]=2[O:30][CH3:31])[C@@H:9]1[C:32]1[CH:37]=[CH:36][CH:35]=[CH:34][CH:33]=1)=O)(C)(C)C.[ClH:38].Cl.CC(C1C=CC(OC)=C(C=1)CN[C@H]1CCCN[C@H]1C1C=CC=CC=1)(C)C#CC(F)(F)F>>[ClH:38].[ClH:38].[F:25][C:23]([F:24])=[C:22]([C:20]1[CH:19]=[CH:18][C:17]([O:30][CH3:31])=[C:16]([CH:21]=1)[CH2:15][NH:14][C@H:10]1[CH2:11][CH2:12][CH2:13][NH:8][C@H:9]1[C:32]1[CH:37]=[CH:36][CH:35]=[CH:34][CH:33]=1)[C:26]([F:27])([F:29])[F:28] |f:1.2.3,4.5.6|. Reported procedure: This compound was prepared from Compound 80 in the same manner of Compound 60. The reactants are COc1cc(C(C)=O)c(OC)c2c1C(C)(C)CCC2(C)C, [O-]Br, C1COCCO1, O. The product is COc1cc(C(=O)O)c(OC)c2c1C(C)(C)CCC2(C)C. RXN SMILES: [C:3]([CH3:4])(=[O:5])[c:6]1[c:7]([O:22][CH3:23])[c:8]2[c:13]([c:14]([O:16][CH3:17])[cH:15]1)[C:12]([CH3:18])([CH3:19])[CH2:11][CH2:10][C:9]2([CH3:20])[CH3:21].[O-:1][Br:2].[O:24]1[CH2:25][CH2:26][O:27][CH2:28][CH2:29]1.[OH2:30]>>[O:1]=[C:3]([OH:5])[c:6]1[c:7]([O:22][CH3:23])[c:8]2[c:13]([c:14]([O:16][CH3:17])[cH:15]1)[C:12]([CH3:18])([CH3:19])[CH2:11][CH2:10][C:9]2([CH3:20])[CH3:21]. As a reaction SMILES: [C:14](=[O:15])([OH:16])[c:17]1[cH:18][c:19]2[c:23]([cH:24][cH:25]1)[NH:22][C:21](=[O:26])[CH2:20]2.[C:1](=[O:2])([OH:3])[CH2:4][CH2:5][c:6]1[c:7]([CH3:13])[c:8]([CH:11]=[O:12])[nH:9][cH:10]1.[CH2:27]1[CH2:28][CH2:29][NH:30][CH2:31][CH2:32]1.[CH3:33][CH2:34][OH:35]>>[C:1](=[O:2])([OH:3])[CH2:4][CH2:5][c:6]1[c:7]([CH3:13])[c:8]([CH:11]=[C:20]2[c:19]3[cH:18][c:17]([C:14](=[O:15])[OH:16])[cH:25][cH:24][c:23]3[NH:22][C:21]2=[O:26])[nH:9][cH:10]1. Product: Cc1c(CCC(=O)O)c[nH]c1C=C1C(=O)Nc2ccc(C(=O)O)cc21. Reactants: O=C1Cc2cc(C(=O)O)ccc2N1, Cc1c(CCC(=O)O)c[nH]c1C=O, C1CCNCC1, CCO. As a reaction SMILES: CC(OI1(OC(C)=O)(OC(C)=O)OC(=O)C2C=CC=CC1=2)=O.[NH2:23][C:24]([O:26][C@@H:27]([C@@H:63]([CH3:68])/[CH:64]=[CH:65]\[CH:66]=[CH2:67])[C@@H:28]([CH3:62])[C@H:29]([O:54][Si:55]([C:58]([CH3:61])([CH3:60])[CH3:59])([CH3:57])[CH3:56])[C@@H:30]([CH3:53])[C:31]([N:33]([CH2:35][C@H:36]([CH3:52])[C@@H:37]([O:44][Si:45]([C:48]([CH3:51])([CH3:50])[CH3:49])([CH3:47])[CH3:46])[C@@H:38]([CH3:43])/[CH:39]=[CH:40]\[CH2:41][OH:42])[CH3:34])=[O:32])=[O:25]>C(Cl)Cl>[NH2:23][C:24]([O:26][C@@H:27]([C@@H:63]([CH3:68])/[CH:64]=[CH:65]\[CH:66]=[CH2:67])[C@@H:28]([CH3:62])[C@H:29]([O:54][Si:55]([C:58]([CH3:61])([CH3:60])[CH3:59])([CH3:56])[CH3:57])[C@@H:30]([CH3:53])[C:31]([N:33]([CH2:35][C@H:36]([CH3:52])[C@@H:37]([O:44][Si:45]([C:48]([CH3:51])([CH3:49])[CH3:50])([CH3:46])[CH3:47])[C@@H:38]([CH3:43])/[CH:39]=[CH:40]\[CH:41]=[O:42])[CH3:34])=[O:32])=[O:25]. Run at time 1 hour. The reactants are CC(=O)OI1(C=2C=CC=CC2C(=O)O1)(OC(=O)C)OC(=O)C (Dess-Martin periodinane), NC(=O)O[C@H]([C@H]([C@@H]([C@H](C(=O)N(C)C[C@@H]([C@H]([C@H](\C=C/CO)C)O[Si](C)(C)C(C)(C)C)C)C)O[Si](C)(C)C(C)(C)C)C)[C@H](\C=C/C=C)C ((2R,3S,4R,5S,6S,7Z)-5-[(aminocarbonyl)oxy]-3-[[(1,1-dimethylethyl)dimethylsilyl]oxy]-N-[(2S,3S,4S,5Z)-3-[[(1,1-dimethylethyl)dimethylsilyl]oxy]-7-hydroxy-2,4-dimethyl-5-heptenyl]-N,2,4,6-tetramethyl-7,9-decadienamide). The yield is 75.9%. Yields the product NC(=O)O[C@H]([C@H]([C@@H]([C@H](C(=O)N(C)C[C@@H]([C@H]([C@H](\C=C/C=O)C)O[Si](C)(C)C(C)(C)C)C)C)O[Si](C)(C)C(C)(C)C)C)[C@H](\C=C/C=C)C ((2R,3S,4R,5S,6S,7Z)-5-[(aminocarbonyl)oxy]-3-[[(1,1-dimethylethyl)dimethylsilyl]oxy]-N-[(2S,3S,4S,5Z)-3-[[(1,1-dimethylethyl)dimethylsilyl]oxy]-2,4-dimethyl-7-oxo-5-heptenyl]-N,2,4,6-tetramethyl-7,9-decadienamide). Solvent: C(Cl)Cl (CH2Cl2), C(Cl)Cl (CH2Cl2). Procedure details: To a solution of Dess-Martin periodinane (199 mg, 0.47 mmol) and CH2Cl2 (4 mL) at room temperature, is added a solution of (2R,3S,4R,5S,6S,7Z)-5-[(aminocarbonyl)oxy]-3-[[(1,1-dimethylethyl)dimethylsilyl]oxy]-N-[(2S,3S,4S,5Z)-3-[[(1,1-dimethylethyl)dimethylsilyl]oxy]-7-hydroxy-2,4-dimethyl-5-heptenyl]-N,2,4,6-tetramethyl-7,9-decadienamide (200 mg, 0.29 mmol) and CH2Cl2 (1 mL). After stirring at room temperature for 1 h, the mixture is quenched by adding saturated NaHCO3 (1 mL) followed by saturat... Starting materials: OCc1ccc2c(c1)Sc1ccccc1CC2, OCc1ccc2c(c1)Sc1ccccc1C=C2. Yields the product O=S1c2ccccc2C=Cc2ccc(CO)cc21. Reaction SMILES: [OH:18][CH2:19][c:20]1[cH:21][cH:22][c:23]2[c:33]([cH:34]1)[S:32][c:31]1[c:26]([cH:27][cH:28][cH:29][cH:30]1)[CH2:25][CH2:24]2.[OH:1][CH2:2][c:3]1[cH:4][cH:5][c:6]2[c:7]([cH:17]1)[S:8][c:9]1[c:10]([cH:13][cH:14][cH:15][cH:16]1)[CH:11]=[CH:12]2>>[OH:1][CH2:2][c:3]1[cH:4][cH:5][c:6]2[c:7]([cH:17]1)[S:8](=[O:18])[c:9]1[c:10]([cH:13][cH:14][cH:15][cH:16]1)[CH:11]=[CH:12]2.